The task is: describe an organic reaction: reactants, conditions, products, and yield. This data is from the Open Reaction Database (ORD), a public repository of structured organic reaction records. Starting materials: F[C] (fluorocarbon), FC(C(C(C(C(C(C(C(F)(F)F)(F)F)(F)F)(F)F)(F)F)(F)F)(F)F)(F)Br (perfluorooctyl bromide), FC(C(C(C(C(C(C(C(C(C(F)(F)F)(F)F)(F)F)(F)F)(F)F)(F)F)(F)F)(F)F)(F)F)(F)Br (perfluorodecyl bromide). Procedure details: The protocol of Example 1 was repeated to form four additional emulsions, except that in successive emulsions, the fluorocarbon was perfluorooctyl bromide containing 1%, 2%, 5%, and 10% perfluorodecyl bromide (w/w), respectively. Product: FC(C(C(C(C(C(C(C(F)(F)F)(F)F)(F)F)(F)F)(F)F)(F)F)(F)F)(F)Br.FC(C(C(C(C(C(C(C(C(C(F)(F)F)(F)F)(F)F)(F)F)(F)F)(F)F)(F)F)(F)F)(F)F)(F)Br (Perfluorooctyl Bromide Perfluorodecyl Bromide). Reaction SMILES: F[C].[F:3][C:4]([Br:28])([F:27])[C:5]([F:26])([F:25])[C:6]([F:24])([F:23])[C:7]([F:22])([F:21])[C:8]([F:20])([F:19])[C:9]([F:18])([F:17])[C:10]([F:16])([F:15])[C:11]([F:14])([F:13])[F:12].[F:29][C:30]([Br:60])([F:59])[C:31]([F:58])([F:57])[C:32]([F:56])([F:55])[C:33]([F:54])([F:53])[C:34]([F:52])([F:51])[C:35]([F:50])([F:49])[C:36]([F:48])([F:47])[C:37]([F:46])([F:45])[C:38]([F:44])([F:43])[C:39]([F:42])([F:41])[F:40]>>[F:3][C:4]([Br:28])([F:27])[C:5]([F:25])([F:26])[C:6]([F:23])([F:24])[C:7]([F:21])([F:22])[C:8]([F:20])([F:19])[C:9]([F:18])([F:17])[C:10]([F:16])([F:15])[C:11]([F:14])([F:13])[F:12].[F:29][C:30]([Br:60])([F:59])[C:31]([F:57])([F:58])[C:32]([F:55])([F:56])[C:33]([F:53])([F:54])[C:34]([F:51])([F:52])[C:35]([F:50])([F:49])[C:36]([F:48])([F:47])[C:37]([F:46])([F:45])[C:38]([F:44])([F:43])[C:39]([F:42])([F:41])[F:40] |f:3.4|. Reactants: C(C1=CC=CC=C1)N1C(=NC=2C1=NC(=CC2C)C(=O)OC)CC (methyl 3-benzyl-2-ethyl-7-methylimidazo[4,5-b]pyridine-5-carboxylate). The reagents and catalysts are [OH-].[OH-].[Pd+2] (Pearlman's catalyst). Run in CO (MeOH), Cl (HCl). Conditions: time 24 hour. Product: C(C)C1=NC=2C(NC(=CC2C)C(=O)OC)=N1 (methyl 2-ethyl-7-methylimidazo[4,5-b]pyridine-5-carboxylate). RXN SMILES: C([N:8]1[C:12]2=[N:13][C:14]([C:18]([O:20][CH3:21])=[O:19])=[CH:15][C:16]([CH3:17])=[C:11]2[N:10]=[C:9]1[CH2:22][CH3:23])C1C=CC=CC=1>CO.Cl.[OH-].[OH-].[Pd+2]>[CH2:22]([C:9]1[N:8]=[C:12]2[NH:13][C:14]([C:18]([O:20][CH3:21])=[O:19])=[CH:15][C:16]([CH3:17])=[C:11]2[N:10]=1)[CH3:23] |f:3.4.5|. Procedure details: A mixture of crude methyl 3-benzyl-2-ethyl-7-methylimidazo[4,5-b]pyridine-5-carboxylate (0.75 g) in MeOH (30 mL) and conc. aqueous HCl (1 mL) and 100 mg of moist Pearlman's catalyst were shaken under 1 atm. H2 for 24 h. Filtration, concentration, and extraction from dilute NH4OH with EtOAc followed by drying (Na2SO4), concentration, and purification (SiO2, 5% MeOH/EtOAc) gave methyl 2-ethyl-7-methylimidazo[4,5-b]pyridine-5-carboxylate as a solid. Starting materials: BrCCC(=O)NC1=CC=C(C=C1)N1CCC(CC1)NC(CC)=O (N-(β-bromopropionyl)-p-[4-(N-methylacetylamino)-1-piperidyl]aniline), [Cl-].[Al+3].[Cl-].[Cl-] (aluminum chloride), ice water. The solvent is C(=S)=S (carbon disulfide). Yields the product CCC(=O)NC1CCN(CC1)C=1C=C2CCC(NC2=CC1)=O (6-[4-(N-methylacetylamino)-1-piperidyl]-3,4-dihydrocarbostyril). As a reaction SMILES: Br[CH2:2][CH2:3][C:4]([NH:6][C:7]1[CH:12]=[CH:11][C:10]([N:13]2[CH2:18][CH2:17][CH:16]([NH:19][C:20](=[O:23])[CH2:21][CH3:22])[CH2:15][CH2:14]2)=[CH:9][CH:8]=1)=[O:5].[Cl-].[Al+3].[Cl-].[Cl-]>C(=S)=S>[CH3:22][CH2:21][C:20]([NH:19][CH:16]1[CH2:17][CH2:18][N:13]([C:10]2[CH:9]=[C:8]3[C:7](=[CH:12][CH:11]=2)[NH:6][C:4](=[O:5])[CH2:3][CH2:2]3)[CH2:14][CH2:15]1)=[O:23] |f:1.2.3.4|. Procedure details: 2.7 Grams of N-(β-bromopropionyl)-p-[4-(N-methylacetylamino)-1-piperidyl]aniline and 28 g of pulverized aluminum chloride were suspended in 50 ml of carbon disulfide, then the mixture was refluxed by heating for 4 hours. The reaction mixture was poured into ice-water, then the precipitates formed were collected and washed with water, and with diethyl ether, then this substance was converted into a hydrobromide and recrystallized from methanol-diethyl ether to yield 0.8 g of 6-[4-(N-methylacetyla... Reactants: C(C)(C)(C)OC(=O)[C@@H]1N(CCC1)C(COC1=CC=C(C=C1)OCC(=O)N1[C@H](CCC1)C(=O)OC(C)(C)C)=O ((R)-1-[[4-[2-[(R)-2-tert-butoxycarbonyl-pyrrolidin-1-yl]-2-oxo-ethoxy]-phenoxy]-acetyl]-pyrrolidine-2-carboxylic acid tert-butyl ester). Solvent: FC(C(=O)O)(F)F (trifluoroacetic acid). Conditions: time 8 hour. The product is C(=O)(O)[C@@H]1N(CCC1)C(COC1=CC=C(OCC(=O)N2[C@H](CCC2)C(=O)O)C=C1)=O ((R)-1-[[4-[2-[(R)-2-Carboxy-pyrrolidin-1-yl]-2-oxo-ethoxy]-phenoxy]-acetyl]-pyrrolidine-2-carboxylic acid). The yield is 95.5%. RXN SMILES: C([O:5][C:6]([C@H:8]1[CH2:12][CH2:11][CH2:10][N:9]1[C:13](=[O:38])[CH2:14][O:15][C:16]1[CH:21]=[CH:20][C:19]([O:22][CH2:23][C:24]([N:26]2[CH2:30][CH2:29][CH2:28][C@@H:27]2[C:31]([O:33]C(C)(C)C)=[O:32])=[O:25])=[CH:18][CH:17]=1)=[O:7])(C)(C)C>FC(F)(F)C(O)=O>[C:31]([C@H:27]1[CH2:28][CH2:29][CH2:30][N:26]1[C:24](=[O:25])[CH2:23][O:22][C:19]1[CH:18]=[CH:17][C:16]([O:15][CH2:14][C:13]([N:9]2[CH2:10][CH2:11][CH2:12][C@@H:8]2[C:6]([OH:7])=[O:5])=[O:38])=[CH:21][CH:20]=1)([OH:33])=[O:32]. Procedure details: A solution of 350 mg (0.66 mmol) (R)-1-[[4-[2-[(R)-2-tert-butoxycarbonyl-pyrrolidin-1-yl]-2-oxo-ethoxy]-phenoxy]-acetyl]-pyrrolidine-2-carboxylic acid tert-butyl ester in 4 ml trifluoroacetic acid was stirred for 3 h at room temperature. The solvent was removed in vacuo and the residue suspended in 10 ml ether. The resulting suspension was stirred overnight. Filtration and drying gave 265 mg (96%) of the title compound as a white powder.